From a dataset of the Open Reaction Database (ORD), a public repository of structured organic reaction records. describe an organic reaction: reactants, conditions, products, and yield Reactants: CCOCn1cccc1C=O, Cc1ccccc1, N#CCc1ccc(Cl)cc1, [K+], [OH-]. Yields the product CCOCn1cccc1C=C(C#N)c1ccc(Cl)cc1. RXN SMILES: [CH2:11]([CH3:12])[O:13][CH2:14][n:15]1[c:16]([CH:20]=[O:21])[cH:17][cH:18][cH:19]1.[CH3:24][c:25]1[cH:26][cH:27][cH:28][cH:29][cH:30]1.[Cl:1][c:2]1[cH:3][cH:4][c:5]([CH2:6][C:7]#[N:8])[cH:9][cH:10]1.[K+:23].[OH-:22]>>[Cl:1][c:2]1[cH:3][cH:4][c:5]([C:6]([C:7]#[N:8])=[CH:20][c:16]2[n:15]([CH2:14][O:13][CH2:11][CH3:12])[cH:19][cH:18][cH:17]2)[cH:9][cH:10]1. Yields the product CN(C)c1ccc(NC(=O)N(C)c2cccc(-c3ccc(CC(Nc4ccccc4C(=O)c4ccccc4)C(=O)O)cc3)c2)cc1. RXN SMILES: [C:1]([c:2]1[cH:3][cH:4][cH:5][cH:6][c:7]1[NH:8][CH:9]([CH2:10][c:11]1[cH:12][cH:13][c:14](-[c:15]2[cH:16][cH:17][cH:18][c:19]([N:20]([CH3:21])[C:22]([NH:23][CH2:24][CH2:25][CH2:26][CH2:27][CH2:28][CH2:29][CH3:30])=[O:31])[cH:32]2)[cH:33][cH:34]1)[C:35]([OH:36])=[O:37])(=[O:38])[c:39]1[cH:40][cH:41][cH:42][cH:43][cH:44]1.[C:45]([c:46]1[cH:47][cH:48][cH:49][cH:50][cH:51]1)(=[O:52])[c:53]1[c:54]([NH:59][CH:60]([C:61](=[O:62])[O:63][CH2:64][CH3:65])[CH2:66][c:67]2[cH:68][cH:69][c:70](-[c:73]3[cH:74][c:75]([N:79]([C:80](=[O:81])[NH:82][c:83]4[cH:84][cH:85][c:86]([N:89]([CH3:90])[CH3:91])[cH:87][cH:88]4)[CH3:92])[cH:76][cH:77][cH:78]3)[cH:71][cH:72]2)[cH:55][cH:56][cH:57][cH:58]1.[Li+:93].[OH-:94]>>[C:45]([c:46]1[cH:47][cH:48][cH:49][cH:50][cH:51]1)(=[O:52])[c:53]1[c:54]([NH:59][CH:60]([C:61](=[O:62])[OH:63])[CH2:66][c:67]2[cH:68][cH:69][c:70](-[c:73]3[cH:74][c:75]([N:79]([C:80](=[O:81])[NH:82][c:83]4[cH:84][cH:85][c:86]([N:89]([CH3:90])[CH3:91])[cH:87][cH:88]4)[CH3:92])[cH:76][cH:77][cH:78]3)[cH:71][cH:72]2)[cH:55][cH:56][cH:57][cH:58]1. Reactants: CCCCCCCNC(=O)N(C)c1cccc(-c2ccc(CC(Nc3ccccc3C(=O)c3ccccc3)C(=O)O)cc2)c1, CCOC(=O)C(Cc1ccc(-c2cccc(N(C)C(=O)Nc3ccc(N(C)C)cc3)c2)cc1)Nc1ccccc1C(=O)c1ccccc1, [Li+], [OH-]. The reactants are [H-].[Na+] (Sodium hydride), C1(CCCCC1)C1=C(NC2=CC(=CC=C12)C(=O)OC)C1=C(C=CC=C1)C=C (Methyl 3-cyclohexyl-2-(2-vinylphenyl)-1H-indole-6-carboxylate), BrCC(C(=O)OC)=C (methyl 2-(bromomethyl)acrylate). The solvent is C1CCOC1 (THF), C1CCOC1 (THF). Run at temperature 0 celsius, time 5 minute. Product: C1(CCCCC1)C1=C(N(C2=CC(=CC=C12)C(=O)OC)CC(=C)C(=O)OC)C1=C(C=CC=C1)C=C (Methyl 3-cyclohexyl-1-(2-(methoxycarbonyl)allyl)-2-(2-vinylphenyl)-1H-indole-6-carboxylate). The yield is 100.1%. Reaction SMILES: [CH:1]1([C:7]2[C:15]3[C:10](=[CH:11][C:12]([C:16]([O:18][CH3:19])=[O:17])=[CH:13][CH:14]=3)[NH:9][C:8]=2[C:20]2[CH:25]=[CH:24][CH:23]=[CH:22][C:21]=2[CH:26]=[CH2:27])[CH2:6][CH2:5][CH2:4][CH2:3][CH2:2]1.[H-].[Na+].Br[CH2:31][C:32](=[CH2:37])[C:33]([O:35][CH3:36])=[O:34]>C1COCC1>[CH:1]1([C:7]2[C:15]3[C:10](=[CH:11][C:12]([C:16]([O:18][CH3:19])=[O:17])=[CH:13][CH:14]=3)[N:9]([CH2:37][C:32]([C:33]([O:35][CH3:36])=[O:34])=[CH2:31])[C:8]=2[C:20]2[CH:25]=[CH:24][CH:23]=[CH:22][C:21]=2[CH:26]=[CH2:27])[CH2:6][CH2:5][CH2:4][CH2:3][CH2:2]1 |f:1.2|. Procedure details: Methyl 3-cyclohexyl-2-(2-vinylphenyl)-1H-indole-6-carboxylate (7, R2=H) 508 mg, 1.4 mmol) was dissolved in THF (5 mL) under N2 and cooled to 0° C. Sodium hydride (143 mg, 60% suspension in mineral oil, 3.57 mmol) was added and the mixture was stirred at 0° C. for 5 min, when a solution of methyl 2-(bromomethyl)acrylate (276 mg, 1.54 mmol) in THF (1.5 mL) was added dropwise. Stirring was continued for 30 min at 22° C. The reaction was quenched with a saturated aqueous solution of ammonium chlorid...